From a dataset of the Open Reaction Database (ORD), a public repository of structured organic reaction records. describe an organic reaction: reactants, conditions, products, and yield The reactants are CCC(CC)O (3-pentanol), [H-].[Na+] (sodium hydride), ClC1=CC(=NC2=C(C=CC=C12)C1=C(C=C(C=C1C)C)C)C (4-chloro-2-methyl-8-(2,4,6-trimethyl-phenyl)-quinoline), CS(=O)C (DMSO). The solvent is C1CCOC1 (THF), C1CCOC1 (THF). Run at temperature 12 celsius. Product: C(C)C(CC)OC1=CC(=NC2=C(C=CC=C12)C1=C(C=C(C=C1C)C)C)C (4-(1-Ethyl-propoxy)-2-methyl-8-(2,4,6-trimethyl-phenyl)-quinoline), yellow solid. As a reaction SMILES: [CH3:1][CH2:2][CH:3]([OH:6])[CH2:4][CH3:5].[H-].[Na+].Cl[C:10]1[C:19]2[C:14](=[C:15]([C:20]3[C:25]([CH3:26])=[CH:24][C:23]([CH3:27])=[CH:22][C:21]=3[CH3:28])[CH:16]=[CH:17][CH:18]=2)[N:13]=[C:12]([CH3:29])[CH:11]=1.CS(C)=O>C1COCC1>[CH2:2]([CH:3]([O:6][C:10]1[C:19]2[C:14](=[C:15]([C:20]3[C:21]([CH3:28])=[CH:22][C:23]([CH3:27])=[CH:24][C:25]=3[CH3:26])[CH:16]=[CH:17][CH:18]=2)[N:13]=[C:12]([CH3:29])[CH:11]=1)[CH2:4][CH3:5])[CH3:1] |f:1.2|. Procedure: To a solution of 3-pentanol (5.8 ml, 52.7 mmol) in dry THF (5 ml) was added sodium hydride (NaH) portionwise over a period of 10 min. A solution of 4-chloro-2-methyl-8-(2,4,6-trimethyl-phenyl)-quinoline (4.0006 g, 13.52 mmol) in dry THF (10 ml) was added. After stirring at room temperature as for 10 min, 15 ml of dry DMSO was added. The resulting mixture was heated in a 12° C. oil bath for 1.5 hours. The mixture was quenched with water and extracted with EtOAc. The organic layer was separated, d...